Task: describe an organic reaction: reactants, conditions, products, and yield. Dataset: the Open Reaction Database (ORD), a public repository of structured organic reaction records Reactants: CCC(=O)C1=CC=CC=C1 (methylacetophenone), Cl (hydrogen chloride), OC=1C=C(C=O)C=C(C1O)[N+](=O)[O-] (3,4-dihydroxy-5-nitrobenzaldehyde), OC1=C(C=C(C=C1[N+](=O)[O-])C(C)=O)OC (4'-Hydroxy-3'-methoxy-5'-nitroacetophenone). Solvent: O1CCCC1 (tetrahydrofuran). Yields the product OC=1C=C(C=C(C1O)[N+](=O)[O-])C=CC(=O)C1=CC=C(C=C1)C (3-(3,4-Dihydroxy-5-nitrophenyl)-1-(4-methylphenyl)prop-2-en-1-one). RXN SMILES: [OH:1][C:2]1[CH:3]=[C:4]([CH:7]=[C:8]([N+:11]([O-:13])=[O:12])[C:9]=1[OH:10])[CH:5]=O.O[C:15]1[C:20]([N+]([O-])=O)=[CH:19][C:18]([C:24](=[O:26])[CH3:25])=[CH:17][C:16]=1OC.[CH3:29]CC(C1C=CC=CC=1)=O.Cl>O1CCCC1>[OH:1][C:2]1[CH:3]=[C:4]([CH:5]=[CH:25][C:24]([C:18]2[CH:19]=[CH:20][C:15]([CH3:29])=[CH:16][CH:17]=2)=[O:26])[CH:7]=[C:8]([N+:11]([O-:13])=[O:12])[C:9]=1[OH:10]. Reported procedure: A solution containing 5.49 g of 3,4-dihydroxy-5-nitrobenzaldehyde and 5.37 g of 4,-methylacetophenone in 50 ml of tetrahydrofuran was added a catalytic amount of gaseous hydrogen chloride and refluxed for 4.5 h. The solvent was evaporated in vacuo and the residue crystallized from ether-petroleum-ether, yield 1.85 g (21%), m.p. 184°-186° C. Reactants: O[C@@H]([C@H]1[C@H](CC(N1C)=O)C1=CC=CC=C1)C=1SC=CC1 ((±)-(4R*,5R*)-5-((1S*)-Hydroxy-2-thienylmethyl)-1-methyl-4-phenyl-pyrrolidin-2-one), COC=1C=CC(=CC1)P2(=S)SP(=S)(S2)C=3C=CC(=CC3)OC (Lawesson's Reagent), COC1=CC=C(C=C1)P1(SP(C1)(C1=CC=C(C=C1)OC)=S)=S (2,4-bis(4-methoxyphenyl)-1,2-dithia-2,4-diphosphetane-2,4-disulfide). Solvent: COCCOC (DME). Conditions: temperature 65 celsius. The product is O[C@@H]([C@H]1[C@H](CC(N1C)=S)C1=CC=CC=C1)C=1SC=CC1 ((±)-(4R*,5R*)-5-((1S*)-hydroxy-2-thienylmethyl)-1-methyl-4-phenylpyrrolidin-2-thione). The yield is 15.0%. As a reaction SMILES: [OH:1][C@H:2]([C:16]1[S:17][CH:18]=[CH:19][CH:20]=1)[C@@H:3]1[N:7]([CH3:8])[C:6](=O)[CH2:5][C@@H:4]1[C:10]1[CH:15]=[CH:14][CH:13]=[CH:12][CH:11]=1.COC1C=CC(P2(SP(C3C=CC(OC)=CC=3)(=S)S2)=[S:30])=CC=1.COC1C=CC(P2(=S)CP(=S)(C3C=CC(OC)=CC=3)S2)=CC=1>COCCOC>[OH:1][C@H:2]([C:16]1[S:17][CH:18]=[CH:19][CH:20]=1)[C@@H:3]1[N:7]([CH3:8])[C:6](=[S:30])[CH2:5][C@@H:4]1[C:10]1[CH:15]=[CH:14][CH:13]=[CH:12][CH:11]=1. Reported procedure: (±)-(4R*,5R*)-5-((1S*)-Hydroxy-2-thienylmethyl)-1-methyl-4-phenyl-pyrrolidin-2-one (Example 5, 0.30 g, 1.06 mmol) and Lawesson's Reagent ([2,4-bis(4-methoxyphenyl)-1,2-dithia-2,4-diphosphetane-2,4-disulfide; 0.22 g, 0.53 mmol) were mixed in DME (3 mL) at rt for 18 h then heated to 65° C. for another 18 h. The reaction was cooled to rt and the solvent was concentrated under reduced pressure to give a dark oil. The crude product was purified by flash chromatography (1% MeOH/99% CH2Cl2) to give (±)... The reactants are C(C)C1=CC(=C(NC1=O)C)C1=NC=C(C=C1)C(=O)O (5′-ethyl-2′-methyl-6′-oxo-1′,6′-dihydro-[2,3′]bipyridinyl-5-carboxylic acid), N1=C(C=CC=C1)CN ((pyridin-2-ylmethyl)-amine). Product: N1=C(C=CC=C1)CNC(=O)C=1C=CC(=NC1)C1=C(NC(C(=C1)CC)=O)C (5′-Ethyl-2′-methyl-6′-oxo-1′,6′-dihydro-[2,3′]bipyridinyl-5-carboxylic acid (pyridin-2-ylmethyl)-amide). Reaction SMILES: [CH2:1]([C:3]1[C:8](=[O:9])[NH:7][C:6]([CH3:10])=[C:5]([C:11]2[CH:16]=[CH:15][C:14]([C:17]([OH:19])=O)=[CH:13][N:12]=2)[CH:4]=1)[CH3:2].[N:20]1[CH:25]=[CH:24][CH:23]=[CH:22][C:21]=1[CH2:26][NH2:27]>>[N:20]1[CH:25]=[CH:24][CH:23]=[CH:22][C:21]=1[CH2:26][NH:27][C:17]([C:14]1[CH:15]=[CH:16][C:11]([C:5]2[CH:4]=[C:3]([CH2:1][CH3:2])[C:8](=[O:9])[NH:7][C:6]=2[CH3:10])=[N:12][CH:13]=1)=[O:19]. Procedure: Method 1, Example 205 is substantially repeated except for utilizing 5′-ethyl-2′-methyl-6′-oxo-1′,6′-dihydro-[2,3′]bipyridinyl-5-carboxylic acid and (pyridin-2-ylmethyl)-amine to afford the title compound. MS: m/e=349 (M+H). 1H NMR (δ ppm): 11.71 (s, 1H); 9.28 (t, 1H, J=5.8 Hz); 9.07 (s, 1H); 858 (s, 1H); 8.47 (dd, 1H, J=4.6 and 1.5 Hz); 8.24 (dd, 1H, J=8.3 and 2.5 Hz); 7.75 (m, 1H); 7.63 (d, 1H, J=8.3 Hz); 7.54 (s, 1H); 7.37 (dd, 1H, J=7.7 and 4.6 Hz); 4.53 (d, 2H, J=5.8 Hz); 2.42 (q, 2H, J=7.4... The reactants are Cl.C(C)C1=NN(C2=NC(=NC(=C21)O)C2CCNCC2)C2=CC=CC=C2 (3-ethyl-1-phenyl-6-piperidin-4-yl-1H-pyrazolo[3,4-d]pyrimidin-4-ol hydrochloride), C(C)(C)(C)OC(=O)N1CCC(CC1)=O (4-oxo-piperidine-1-carboxylic acid tert-butyl ester), Cl (HCl). Product: Cl.N1(CCC(CC1)C1=NC(=C2C(=N1)N(N=C2CC)C2=CC=CC=C2)O)C2CCNCC2 (6-[1,4′]Bipiperidinyl-4-yl-3-ethyl-1-phenyl-1H-pyrazolo[3,4-d]pyrimidin-4-ol hydrochloride). RXN SMILES: [ClH:1].[CH2:2]([C:4]1[C:12]2[C:7](=[N:8][C:9]([CH:14]3[CH2:19][CH2:18][NH:17][CH2:16][CH2:15]3)=[N:10][C:11]=2[OH:13])[N:6]([C:20]2[CH:25]=[CH:24][CH:23]=[CH:22][CH:21]=2)[N:5]=1)[CH3:3].C(OC([N:33]1[CH2:38][CH2:37][C:36](=O)[CH2:35][CH2:34]1)=O)(C)(C)C.Cl>>[ClH:1].[N:17]1([CH:36]2[CH2:37][CH2:38][NH:33][CH2:34][CH2:35]2)[CH2:16][CH2:15][CH:14]([C:9]2[N:8]=[C:7]3[N:6]([C:20]4[CH:25]=[CH:24][CH:23]=[CH:22][CH:21]=4)[N:5]=[C:4]([CH2:2][CH3:3])[C:12]3=[C:11]([OH:13])[N:10]=2)[CH2:19][CH2:18]1 |f:0.1,4.5|. Procedure: The title compound was prepared according to the procedure as described in Example 88 reacting via reductive amination 3-ethyl-1-phenyl-6-piperidin-4-yl-1H-pyrazolo[3,4-d]pyrimidin-4-ol hydrochloride and 4-oxo-piperidine-1-carboxylic acid tert-butyl ester followed by de-protection of the adduct with HCl. The reactants are C(CCCCCCCCC=C)O (10-undecen-1-ol), C(CCCCCCCCC=C)=O (10-undecen-1-al), aldehyde, BrC(F)(F)Br (dibromodifluoromethane), C1(=CC=CC=C1)P(C1=CC=CC=C1)C1=CC=CC=C1 (triphenylphosphine), secondary alcohols, omega unsaturated alcohols, unsaturated alcohol, C(C(=O)Cl)(=O)Cl (oxalyl chloride). Reagents/catalysts: [Zn] (zinc). Run in C(Cl)Cl (methylene chloride), CC(=O)N(C)C (dimethylacetamide), C(C)N(CC)CC (triethylamine), CS(=O)C (dimethyl sulfoxide). Product: FC(=CCCCCCCCCC=C)F (1,1-difluoro-1,11-dodecadiene). RXN SMILES: [CH2:1](O)[CH2:2][CH2:3][CH2:4][CH2:5][CH2:6][CH2:7][CH2:8][CH2:9][CH:10]=[CH2:11].C(=O)CCCCCCCCC=C.C(Cl)(=O)C(Cl)=O.Br[C:32](Br)([F:34])[F:33].C1(P(C2C=CC=CC=2)C2C=CC=CC=2)C=CC=CC=1>C(Cl)Cl.CC(N(C)C)=O.[Zn].C(N(CC)CC)C.CS(C)=O>[F:33][C:32]([F:34])=[CH:11][CH2:10][CH2:9][CH2:8][CH2:7][CH2:6][CH2:5][CH2:4][CH2:3][CH:2]=[CH2:1]. Procedure details: Other primary and secondary alcohols of the present invention were also prepared from commercially available omega unsaturated alcohols by a second route. An unsaturated alcohol (I), e.g., 10-undecen-1-ol, was first oxidized to 10-undecen-1-al (V) by the Swern oxidation using oxalyl chloride, dimethyl sulfoxide, and triethylamine in methylene chloride. This aldehyde was then reacted with dibromodifluoromethane, triphenylphosphine, and powdered zinc in dimethylacetamide, producing 1,1-difluoro-1,...